Dataset: the Open Reaction Database (ORD), a public repository of structured organic reaction records. Task: describe an organic reaction: reactants, conditions, products, and yield The reactants are C1CCOC1, CCOC(C)=O, Nc1ccc(N2CCOCC2)cc1, O=C1Nc2cc(C(=O)c3ccc(NC(=O)c4cccs4)cc3)ccc2C1=CO. Yields the product O=C1Nc2cc(C(=O)c3ccc(NC(=O)c4cccs4)cc3)ccc2C1=CNc1ccc(N2CCOCC2)cc1. RXN SMILES: [CH2:29]1[O:30][CH2:31][CH2:32][CH2:33]1.[CH3:47][CH2:48][O:49][C:50]([CH3:51])=[O:52].[NH2:34][c:35]1[cH:36][cH:37][c:38]([N:41]2[CH2:42][CH2:43][O:44][CH2:45][CH2:46]2)[cH:39][cH:40]1.[OH:1][CH:2]=[C:3]1[C:4](=[O:28])[NH:5][c:6]2[cH:7][c:8]([C:12](=[O:13])[c:14]3[cH:15][cH:16][c:17]([NH:20][C:21](=[O:22])[c:23]4[s:24][cH:25][cH:26][cH:27]4)[cH:18][cH:19]3)[cH:9][cH:10][c:11]21>>[CH:2](=[C:3]1[C:4](=[O:28])[NH:5][c:6]2[cH:7][c:8]([C:12](=[O:13])[c:14]3[cH:15][cH:16][c:17]([NH:20][C:21](=[O:22])[c:23]4[s:24][cH:25][cH:26][cH:27]4)[cH:18][cH:19]3)[cH:9][cH:10][c:11]21)[NH:34][c:35]1[cH:36][cH:37][c:38]([N:41]2[CH2:42][CH2:43][O:44][CH2:45][CH2:46]2)[cH:39][cH:40]1.